Dataset: the Open Reaction Database (ORD), a public repository of structured organic reaction records. Task: describe an organic reaction: reactants, conditions, products, and yield The reactants are O=C(O)c1cn(-c2ccc(F)cc2F)c2nc(Cl)c(F)cc2c1=O, [K+], O=[N+]([O-])[O-], O, O=S(=O)(O)O. Yields the product O=C(O)c1cn(-c2cc([N+](=O)[O-])c(F)cc2F)c2nc(Cl)c(F)cc2c1=O. Reaction SMILES: [Cl:6][c:7]1[c:8]([F:29])[cH:9][c:10]2[c:11](=[O:28])[c:12]([C:25](=[O:26])[OH:27])[cH:13][n:14](-[c:17]3[c:18]([F:24])[cH:19][c:20]([F:23])[cH:21][cH:22]3)[c:15]2[n:16]1.[K+:30].[O-:31][N+:32]([O-:33])=[O:34].[OH2:35].[S:1](=[O:2])(=[O:3])([OH:4])[OH:5]>>[Cl:6][c:7]1[c:8]([F:29])[cH:9][c:10]2[c:11](=[O:28])[c:12]([C:25](=[O:26])[OH:27])[cH:13][n:14](-[c:17]3[c:18]([F:24])[cH:19][c:20]([F:23])[c:21]([N+:32](=[O:31])[O-:33])[cH:22]3)[c:15]2[n:16]1.